This data is from the Open Reaction Database (ORD), a public repository of structured organic reaction records. The task is: describe an organic reaction: reactants, conditions, products, and yield Reactants: C(C1=CC=CC=C1)N (benzylamine), CCCCC (pentane), IC[Si](O[Si](C)(C)CI)(C)C (1,3-bis-iodomethyl-1,1,3,3-tetramethyl-disiloxane), C(C)#N (acetonitrile). Run in O (water). Run at time 1 hour. Product: C(C1=CC=CC=C1)N1C[Si](O[Si](C1)(C)C)(C)C (4-benzyl-2,2,6,6-tetramethyl-1-oxa-4-aza-2,6-disilacyclohexane). RXN SMILES: [CH2:1]([NH2:8])[C:2]1[CH:7]=[CH:6][CH:5]=[CH:4][CH:3]=1.I[CH2:10][Si:11]([CH3:19])([CH3:18])[O:12][Si:13]([CH2:16]I)([CH3:15])[CH3:14].C(#N)C.CCCCC>O>[CH2:1]([N:8]1[CH2:14][Si:13]([CH3:16])([CH3:15])[O:12][Si:11]([CH3:19])([CH3:18])[CH2:10]1)[C:2]1[CH:7]=[CH:6][CH:5]=[CH:4][CH:3]=1. Procedure: An amount of 33.6 g. (0.315 mole) of benzylamine is added over a period of approximately 5 minutes to 41.4 g. (0.1 mole) of 1,3-bis-iodomethyl-1,1,3,3-tetramethyl-disiloxane with stirring in a bath at room temperature. Stirring is continued at room temperature for one hour. (A slurry resulted). Addition of 50 ml. of acetonitrile gives a clear solution which is then heated to reflux for 2 hours. The cooled solution is distributed between approximately 0.5 l. of pentane and 1.5 l. of water. The aq... Starting materials: FC=1C=CC(=C(C1)C1=CC2=C(CCN(CC2)C(=O)OC(C)(C)C)C=C1)OCC1=NC=CC(=C1)C (1,1-dimethylethyl 7-(5-fluoro-2-{[(4-methyl-2-pyridinyl)methyl]oxy}phenyl)-1,2,4,5-tetrahydro-3H-3-benzazepine-3-carboxylate), Cl (HCl). Solvent: O1CCOCC1 (dioxane), O1CCOCC1 (dioxane). The product is FC=1C=CC(=C(C1)C1=CC2=C(CCNCC2)C=C1)OCC1=NC=CC(=C1)C (7-(5-fluoro-2-{[(4-methyl-2-pyridinyl)methyl]oxy}phenyl)-2,3,4,5-tetrahydro-1H-3-benzazepine). Reaction SMILES: [F:1][C:2]1[CH:3]=[CH:4][C:5]([O:26][CH2:27][C:28]2[CH:33]=[C:32]([CH3:34])[CH:31]=[CH:30][N:29]=2)=[C:6]([C:8]2[CH:25]=[CH:24][C:11]3[CH2:12][CH2:13][N:14](C(OC(C)(C)C)=O)[CH2:15][CH2:16][C:10]=3[CH:9]=2)[CH:7]=1.Cl>O1CCOCC1>[F:1][C:2]1[CH:3]=[CH:4][C:5]([O:26][CH2:27][C:28]2[CH:33]=[C:32]([CH3:34])[CH:31]=[CH:30][N:29]=2)=[C:6]([C:8]2[CH:25]=[CH:24][C:11]3[CH2:12][CH2:13][NH:14][CH2:15][CH2:16][C:10]=3[CH:9]=2)[CH:7]=1. Procedure details: 1,1-dimethylethyl 7-(5-fluoro-2-{[(4-methyl-2-pyridinyl)methyl]oxy}phenyl)-1,2,4,5-tetrahydro-3H-3-benzazepine-3-carboxylate, (0.304 g) was dissolved in a minimum amount of dioxane. The solution was cooled in ice and to this was added a solution of HCl in dioxane (2 ml). This was stirred until the reaction had gone to completion by tlc. The reaction mixture was concentrated in vacuo. The product salt was dissolved in water and backwashed with ethyl acetate. The aqueous was neutralised with aqueo... Reactants: COc1cc2c(cc1OC)CC(=O)CC2, CN(C)C=O, CC(C)I, O. The product is COc1cc2c(cc1OC)C(C(C)C)C(=O)CC2. RXN SMILES: [CH3:1][O:2][c:3]1[cH:4][c:5]2[c:10]([cH:11][c:12]1[O:13][CH3:14])[CH2:9][C:8](=[O:15])[CH2:7][CH2:6]2.[CH3:21][N:22]([CH3:23])[CH:24]=[O:25].[CH:16]([CH3:17])([CH3:18])[I:19].[OH2:20]>>[CH3:1][O:2][c:3]1[cH:4][c:5]2[c:10]([cH:11][c:12]1[O:13][CH3:14])[CH:9]([CH:16]([CH3:17])[CH3:18])[C:8](=[O:15])[CH2:7][CH2:6]2. Starting materials: Cl.N[C@H](C(=O)NC)CC1=CC=C(C=C1)OCC#CC ((S)-2-Amino-3-(4-but-2-ynyloxy-phenyl)-N-methyl-propionamide hydrochloride). The reagents and catalysts are [Pd] (Pd/C). Solvent: CO (methanol). Reaction conditions: time 17 hour. Product: N[C@H](C(=O)NC)CC1=CC=C(C=C1)OCCCC ((S)-2-amino-3-(4-butoxy-phenyl)-N-methyl-propionamide). The yield is 100.0%. RXN SMILES: Cl.[NH2:2][C@@H:3]([CH2:8][C:9]1[CH:14]=[CH:13][C:12]([O:15][CH2:16][C:17]#[C:18][CH3:19])=[CH:11][CH:10]=1)[C:4]([NH:6][CH3:7])=[O:5]>CO.[Pd]>[NH2:2][C@@H:3]([CH2:8][C:9]1[CH:10]=[CH:11][C:12]([O:15][CH2:16][CH2:17][CH2:18][CH3:19])=[CH:13][CH:14]=1)[C:4]([NH:6][CH3:7])=[O:5] |f:0.1|. Procedure details: (S)-2-Amino-3-(4-but-2-ynyloxy-phenyl)-N-methyl-propionamide hydrochloride (2.00 g, 7.07 mmol) was dissolved in methanol (100 mL), and Pd/C (230 mg) was then added at room temperature. After stirring for 17 hours under a hydrogen atmosphere, insoluble material was filtered off, and washed with methanol (3.0 mL). The filtrate was concentrated under reduced pressure, and then dissolved in ethyl acetate (150 mL). The solution was washed with sodium bicarbonate (100 mL) and a saturated aqueous solut... RXN SMILES: [CH3:24][OH:25].[CH3:6][C:7](=[CH:8][CH2:9][CH2:10][C:11]([CH2:12][C:13](=[O:14])[O:15][CH3:16])=[O:17])[CH2:18][CH2:19][CH:20]=[C:21]([CH3:22])[CH3:23].[OH2:26].[S:1](=[O:2])(=[O:3])([OH:4])[OH:5]>>[CH3:6][C:7](=[CH:8][CH2:9][CH2:10][C:11]([CH2:12][C:13](=[O:14])[O:15][CH3:16])=[O:17])[CH2:18][CH2:19][CH2:20][C:21]([CH3:22])([CH3:23])[O:25][CH3:24]. The reactants are CO, COC(=O)CC(=O)CCC=C(C)CCC=C(C)C, O, O=S(=O)(O)O. Yields the product COC(=O)CC(=O)CCC=C(C)CCCC(C)(C)OC. As a reaction SMILES: [Cl:13][C:14](=[O:15])[O:16][CH2:17][CH2:18][CH2:19][CH2:20][Cl:21].[Cl:22][CH:23]([Cl:24])[Cl:25].[F:1][c:2]1[c:3]([F:12])[c:4]([F:11])[c:5]([F:10])[c:6]([F:9])[c:7]1[OH:8].[K+:31].[S:26](=[O:27])(=[O:28])([OH:29])[O-:30]>>[F:1][c:2]1[c:3]([F:12])[c:4]([F:11])[c:5]([F:10])[c:6]([F:9])[c:7]1[O:8][C:14](=[O:15])[O:16][CH2:17][CH2:18][CH2:19][CH2:20][Cl:21]. Starting materials: O=C(Cl)OCCCCCl, ClC(Cl)Cl, Oc1c(F)c(F)c(F)c(F)c1F, [K+], O=S(=O)([O-])O. Product: O=C(OCCCCCl)Oc1c(F)c(F)c(F)c(F)c1F. Starting materials: FC(F)(F)c1cc(CBr)cc(C(F)(F)F)c1, [H-], [Na+], CN(C)C=O, O, OCC1(c2ccccc2)OCCO1. Yields the product FC(F)(F)c1cc(COCC2(c3ccccc3)OCCO2)cc(C(F)(F)F)c1. RXN SMILES: [F:16][C:17]([c:18]1[cH:19][c:20]([CH2:21][Br:22])[cH:23][c:24]([C:26]([F:27])([F:28])[F:29])[cH:25]1)([F:30])[F:31].[H-:14].[Na+:15].[O:33]=[CH:34][N:35]([CH3:36])[CH3:37].[OH2:32].[c:1]1([C:7]2([CH2:12][OH:13])[O:8][CH2:9][CH2:10][O:11]2)[cH:2][cH:3][cH:4][cH:5][cH:6]1>>[c:1]1([C:7]2([CH2:12][O:13][CH2:21][c:20]3[cH:19][c:18]([C:17]([F:16])([F:30])[F:31])[cH:25][c:24]([C:26]([F:27])([F:28])[F:29])[cH:23]3)[O:8][CH2:9][CH2:10][O:11]2)[cH:2][cH:3][cH:4][cH:5][cH:6]1. Starting materials: CC(=O)Cl, O=C(NC1CNC1)c1c[nH]c2c(-c3c(OCC4CC4)ccc4c3OCO4)ncnc12. As a reaction SMILES: [CH3:31][C:32]([Cl:33])=[O:34].[NH:1]1[CH2:2][CH:3]([NH:5][C:6](=[O:7])[c:8]2[cH:9][nH:10][c:11]3[c:12]2[n:13][cH:14][n:15][c:16]3-[c:17]2[c:18]([O:26][CH2:27][CH:28]3[CH2:29][CH2:30]3)[cH:19][cH:20][c:21]3[c:25]2[O:24][CH2:23][O:22]3)[CH2:4]1>>[N:1]1([C:32]([CH3:31])=[O:34])[CH2:2][CH:3]([NH:5][C:6](=[O:7])[c:8]2[cH:9][nH:10][c:11]3[c:12]2[n:13][cH:14][n:15][c:16]3-[c:17]2[c:18]([O:26][CH2:27][CH:28]3[CH2:29][CH2:30]3)[cH:19][cH:20][c:21]3[c:25]2[O:24][CH2:23][O:22]3)[CH2:4]1. The product is CC(=O)N1CC(NC(=O)c2c[nH]c3c(-c4c(OCC5CC5)ccc5c4OCO5)ncnc23)C1.